From a dataset of the Open Reaction Database (ORD), a public repository of structured organic reaction records. describe an organic reaction: reactants, conditions, products, and yield Reaction conditions: time 8 hour. As a reaction SMILES: [CH:1]([C:7]1[CH:12]=[CH:11][CH:10]=[CH:9][C:8]=1[OH:13])=[CH:2][CH2:3][CH2:4][CH2:5][CH3:6].[CH2:14]=[O:15]>C1(C)C=CC=CC=1>[CH:1]([C:7]1[C:8]([OH:13])=[C:9]([CH:10]=[CH:11][CH:12]=1)[CH:14]=[O:15])=[CH:2][CH2:3][CH2:4][CH2:5][CH3:6]. Procedure: To a stirred solution of Mg(OMe)2 (8% by weight in methanol 16.88 ml, 12.76 mM) was added 2-(1-hexenyl)phenol (3.44 g, 19.5 mmol) in toluene (18 ml). The reaction mixture was warmed to reflux and held at reflux for 2 hours. Toluene (18 ml) was added and the solvent distilled off until the reaction temperature rose to 93° C. A slurry of paraformaldehyde (1.8 g, 60 mmol) in toluene (18 ml) was added and the reaction heated at reflux for 3 hours. The reaction was allowed to cool to ambient temperat... Yields the product C(=CCCCC)C=1C(=C(C=O)C=CC1)O (3-(1-hexenyl)-2-hydroxybenzaldehyde). The solvent is C1(=CC=CC=C1)C (Toluene), C1(=CC=CC=C1)C (toluene), C1(=CC=CC=C1)C (toluene), C1(=CC=CC=C1)C (toluene). Yield: 58.2%. The reactants are Mg(OMe)2, C(=CCCCC)C1=C(C=CC=C1)O (2-(1-hexenyl)phenol), C=O (paraformaldehyde).